From a dataset of the Open Reaction Database (ORD), a public repository of structured organic reaction records. describe an organic reaction: reactants, conditions, products, and yield Reactants: CCOC(=O)CC(=O)c1ccccc1, ClCCl, Cc1ccccc1, Nc1cccc(Cl)c1F, O, Cc1ccc(S(=O)(=O)O)cc1. Product: CCOC(=O)C=C(Nc1cccc(Cl)c1F)c1ccccc1. Reaction SMILES: [C:10]([c:11]1[cH:12][cH:13][cH:14][cH:15][cH:16]1)(=[O:17])[CH2:18][C:19](=[O:20])[O:21][CH2:22][CH3:23].[CH2:42]([Cl:43])[Cl:44].[CH3:35][c:36]1[cH:37][cH:38][cH:39][cH:40][cH:41]1.[F:1][c:2]1[c:3]([NH2:4])[cH:5][cH:6][cH:7][c:8]1[Cl:9].[OH2:45].[c:24]1([CH3:25])[cH:26][cH:27][c:28]([S:29]([OH:30])(=[O:31])=[O:32])[cH:33][cH:34]1>>[F:1][c:2]1[c:3]([NH:4][C:10]([c:11]2[cH:12][cH:13][cH:14][cH:15][cH:16]2)=[CH:18][C:19](=[O:20])[O:21][CH2:22][CH3:23])[cH:5][cH:6][cH:7][c:8]1[Cl:9]. Starting materials: C(C)OC(=O)C1CCC2=C(SC3=C2C=CC=C3)C1 (1,2,3,4-tetrahydrodibenzothiophene-3-carboxylic acid ethyl ester), ClC=1C(C(=C(C(C1Cl)=O)C#N)C#N)=O (2,3-dichloro-5,6dicyano-1,4-benzoquinone). The solvent is O1CCOCC1 (dioxane). Product: C(C)OC(=O)C=1C=CC2=C(SC3=C2C=CC=C3)C1 (Dibenzothiophene-3-carboxylic acid ethyl ester). Reaction SMILES: [CH2:1]([O:3][C:4]([CH:6]1[CH2:18][C:10]2[S:11][C:12]3[CH:17]=[CH:16][CH:15]=[CH:14][C:13]=3[C:9]=2[CH2:8][CH2:7]1)=[O:5])[CH3:2].ClC1C(=O)C(C#N)=C(C#N)C(=O)C=1Cl>O1CCOCC1>[CH2:1]([O:3][C:4]([C:6]1[CH:7]=[CH:8][C:9]2[C:13]3[CH:14]=[CH:15][CH:16]=[CH:17][C:12]=3[S:11][C:10]=2[CH:18]=1)=[O:5])[CH3:2]. Reported procedure: To a solution of 2.5 g. of 1,2,3,4-tetrahydrodibenzothiophene-3-carboxylic acid ethyl ester in 100 ml. of dioxane was added 4.7 g. of 2,3-dichloro-5,6dicyano-1,4-benzoquinone. The solution was stirred and refluxed for 31 hours. The solution was cooled and the hydroquinone filtered off. The dioxane was removed on a steam bath under reduced pressure. The residue was dissolved in 100 ml. of methylene chloride and the solution passed through a column containing about 75 g. of alumina (Woelm, grade 1... Reactants: COc1cccc(C(O)(C(C)C)C(C)CN(C)C)c1, O=CO, Cl. Product: COc1cccc(C(=C(C)C)C(C)CN(C)C)c1. As a reaction SMILES: [CH3:2][N:3]([CH2:4][CH:5]([C:6]([CH:7]([CH3:8])[CH3:9])([OH:10])[c:11]1[cH:12][c:13]([O:17][CH3:18])[cH:14][cH:15][cH:16]1)[CH3:19])[CH3:20].[CH:21]([OH:22])=[O:23].[ClH:1]>>[CH3:2][N:3]([CH2:4][CH:5]([C:6](=[C:7]([CH3:8])[CH3:9])[c:11]1[cH:12][c:13]([O:17][CH3:18])[cH:14][cH:15][cH:16]1)[CH3:19])[CH3:20]. The reactants are CN1C2=CC=C(C=C2C=2C(CCCC12)=O)C#N (2,3,4,9-Tetrahydro-9-methyl-4-oxo-1H-carbazole-6-carbonitrile), cyanonitrile, S(O)(O)(=O)=O (sulphuric acid). The product is CN1C2=CC=C(C=C2C=2C(CCCC12)=O)C(=O)N (2,3,4,9-Tetrahydro-9-methyl-4-oxo-1H-carbazole-6-carboxamide). As a reaction SMILES: [CH3:1][N:2]1[C:14]2[CH2:13][CH2:12][CH2:11][C:10](=[O:15])[C:9]=2[C:8]2[C:3]1=[CH:4][CH:5]=[C:6]([C:16]#[N:17])[CH:7]=2.S(=O)(=O)(O)[OH:19]>>[CH3:1][N:2]1[C:14]2[CH2:13][CH2:12][CH2:11][C:10](=[O:15])[C:9]=2[C:8]2[C:3]1=[CH:4][CH:5]=[C:6]([C:16]([NH2:17])=[O:19])[CH:7]=2. Reported procedure: A solution of the product of Stage (i) cyanonitrile (2.7 g) in concentrated sulphuric acid (30 ml) was heated at 80° for 1 h. The mixture was poured onto ice (ca. 500 g) to precipitate a solid which was filtered, washed with water (3×50 ml) and dried in vacuo to leave a solid (3.1 g). This was extracted with boiling absolute ethanol (1.5 l), the extract was evaporated to ca 2 ml, diluted with a mixture of chloroform:methanol (1:1, ca 20 ml) and filtered to give the title compound (0.53 g) as a s... Reaction conditions: temperature 30 celsius, time 8 hour. Product: ClC1=CC=C(C=C1)C(O)(C=1C=C2C(=CC=NC2=CC1)\C=C\C1=CC=CC=C1)C1=CC=C(C=C1)Cl ((E)-bis(4-chlorophenyl)(4-styrylquinolin-6-yl)methanol). Reaction SMILES: Br[C:2]1[C:11]2[C:6](=[CH:7][CH:8]=[C:9]([C:12]([C:21]3[CH:26]=[CH:25][C:24]([Cl:27])=[CH:23][CH:22]=3)([C:14]3[CH:19]=[CH:18][C:17]([Cl:20])=[CH:16][CH:15]=3)[OH:13])[CH:10]=2)[N:5]=[CH:4][CH:3]=1.[CH:28](/B(O)O)=[CH:29]\[C:30]1[CH:35]=[CH:34][CH:33]=[CH:32][CH:31]=1.COC1C=CC=C(OC)C=1C1C=CC=CC=1P(C1CCCCC1)C1CCCCC1.[O-]P([O-])([O-])=O.[K+].[K+].[K+]>CC([O-])=O.CC([O-])=O.[Pd+2]>[Cl:27][C:24]1[CH:25]=[CH:26][C:21]([C:12]([C:14]2[CH:19]=[CH:18][C:17]([Cl:20])=[CH:16][CH:15]=2)([C:9]2[CH:10]=[C:11]3[C:6](=[CH:7][CH:8]=2)[N:5]=[CH:4][CH:3]=[C:2]3/[CH:28]=[CH:29]/[C:30]2[CH:35]=[CH:34][CH:33]=[CH:32][CH:31]=2)[OH:13])=[CH:22][CH:23]=1 |f:3.4.5.6,7.8.9|. Reactants: BrC1=CC=NC2=CC=C(C=C12)C(O)(C1=CC=C(C=C1)Cl)C1=CC=C(C=C1)Cl ((4-bromoquinolin-6-yl)bis(4-chlorophenyl)methanol), C(=C\C1=CC=CC=C1)/B(O)O ((E)-styrylboronic acid), COC=1C=CC=C(C1C=2C=CC=CC2P(C3CCCCC3)C4CCCCC4)OC (SPhos), [O-]P(=O)([O-])[O-].[K+].[K+].[K+] (K3PO4). The reagents and catalysts are CC(=O)[O-].CC(=O)[O-].[Pd+2] (Pd(OAc)2). Procedure: A mixture of (4-bromoquinolin-6-yl)bis(4-chlorophenyl)methanol (50 mg, 0.109 mmol), (E)-styrylboronic acid (25.8 mg, 0.17 mmol), Pd(OAc)2 (2.44 mg, 0.0109 mmol), SPhos (8.9 mg, 0.022 mmol) and K3PO4 (46 mg, 0.218 mmol) was warmed to 30° C. for 7 hr under argon and then stirred at room temperature overnight. The reaction was quenched with water. The solids were filtered. The aqueous layer was extracted with EtOAc twice. The organic layers and solids (which were dissolved in EtOAc) together were c... The reactants are C(\C=C/C(=O)O)(=O)O.CN1C[C@@H]2[C@H](C1)C1=C(OC3=C2C=CC=C3)C=CC=C1 (cis-2-methyl-2,3,3a,12b-tetrahydro-1H-dibenz[2,3;6,7] oxepino[4,5-c]pyrrole maleate), C(\C=C/C(=O)O)(=O)O.CN1C[C@@H]2[C@H](CC1)C1=C(OC3=C2C=CC=C3)C=CC=C1 (cis-2-methyl-1,2,3,4,4a,13b-hexahydro-dibenz[2,3;6,7] oxepino[4,5-c]pyridine maleate), C(\C=C/C(=O)O)(=O)O.CN1C[C@@H]2[C@H](CC1)C1=C(CC3=C2C=CC=C3)C=CC=C1 (cis-2-methyl-2,3,4,4a,9,13b-hexahydro-1H-dibenzo[1,2;5,6] cyclohepta[3,4-c]pyridine maleate), CN1C[C@@H]2[C@H](C1)C1=C(OC3=C2C=CC=C3)C=CC(=C1)C (cis-2,5-dimethyl-2,3,3a,12b-tetrahydro-1H-dibenz[ 2,3;6,7]oxepino[4,5-c]pyrrole), C(\C=C/C(=O)O)(=O)O.CN1C[C@@H]2[C@H](C1)C1=C(OC3=C2C=CC=C3)C=CC(=C1)Cl (cis-2-methyl-5-chloro-2,3,3a,12b-tetrahydro-1H-dibenz[ 2,3;6,7]oxepino[4,5-c]pyrrole maleate), maleate salt. Product: CN1CC2C(C1)C1=C(CC3=C2C=CC=C3)C=CC=C1 (2-methyl-1,2,3,3a,8,12b-hexahydro-dibenzo[1,2;5,6]cyclohepta[3,4-c]pyrrole). As a reaction SMILES: [C:1](O)(=O)/[CH:2]=[CH:3]\[C:4](O)=O.CN1C[C@@H:13]2[C:15]3[CH:27]=[CH:26][CH:25]=[CH:24][C:16]=3O[C:18]3[CH:23]=[CH:22]C=C[C:19]=3[C@@H:12]2C1.[CH3:28][N:29]1C[C@@H]2C3C=C(C)C=CC=3OC3C=CC=CC=3[C@@H]2[CH2:30]1.C(O)(=O)/C=C\C(O)=O.CN1C[C@@H]2C3C=C(Cl)C=CC=3OC3C=CC=CC=3[C@@H]2C1.C(O)(=O)/C=C\C(O)=O.CN1CC[C@@H]2C3C=CC=CC=3OC3C=CC=CC=3[C@@H]2C1.C(O)(=O)/C=C\C(O)=O.CN1CC[C@@H]2C3C=CC=CC=3CC3C=CC=CC=3[C@@H]2C1>>[CH3:28][N:29]1[CH2:30][CH:3]2[C:4]3[CH:22]=[CH:23][CH:18]=[CH:19][C:12]=3[CH2:13][C:15]3[CH:27]=[CH:26][CH:25]=[CH:24][C:16]=3[CH:2]2[CH2:1]1 |f:0.1,3.4,5.6,7.8|. Procedure: cis-2-methyl-2,3,3a,12b-tetrahydro-1H-dibenz[2,3;6,7] oxepino[4,5-c]pyrrole maleate, m.p. 143-144° C.; cis-2,5-dimethyl-2,3,3a,12b-tetrahydro-1H-dibenz[ 2,3;6,7]oxepino[4,5-c]pyrrole, m.p. 99-101° C.; cis-2-methyl-5-chloro-2,3,3a,12b-tetrahydro-1H-dibenz[ 2,3;6,7]oxepino[4,5-c]pyrrole maleate, m.p. 116-169° C.; cis-2-methyl-1,2,3,4,4a,13b-hexahydro-dibenz[2,3;6,7] oxepino[4,5-c]pyridine maleate, m.p. 174-1750° C.; cis-2-methyl-2,3,4,4a,9,13b-hexahydro-1H-dibenzo[1,2;5,6] cyclohepta[3,4-c]pyridin... Starting materials: BrB(Br)Br, ClCCl, Cl, COc1ccc2c(c1)C1CCCN(C(=O)C(F)(F)F)C1C2, [K+], [K+], O=C([O-])[O-]. Yields the product O=C(N1CCCC2c3cc(O)ccc3CC21)C(F)(F)F. RXN SMILES: [B:1]([Br:2])([Br:3])[Br:4].[Cl:33][CH2:34][Cl:35].[ClH:32].[F:5][C:6]([C:7](=[O:8])[N:9]1[CH:10]2[CH:11]([CH2:12][CH2:13][CH2:14]1)[c:15]1[cH:16][c:17]([O:22][CH3:23])[cH:18][cH:19][c:20]1[CH2:21]2)([F:24])[F:25].[K+:26].[K+:27].[O-:28][C:29]([O-:30])=[O:31]>>[F:5][C:6]([C:7](=[O:8])[N:9]1[CH:10]2[CH:11]([CH2:12][CH2:13][CH2:14]1)[c:15]1[cH:16][c:17]([OH:22])[cH:18][cH:19][c:20]1[CH2:21]2)([F:24])[F:25].